Dataset: the Open Reaction Database (ORD), a public repository of structured organic reaction records. Task: describe an organic reaction: reactants, conditions, products, and yield Starting materials: COC(=O)[C@@H]1OC(OC1)(C)C ((R)-2,2-dimethyl-1,3-dioxolane-4-carboxylic acid methyl ester), O.[OH-].[Li+] (lithium hydroxide monohydrate). Isolated yield 96.6%. Product: CC1(OC[C@@H](O1)C(=O)[O-])C.[Li+] (lithium (R)-2,2-dimethyl-1,3-dioxolane-4-carboxylate). The solvent is CO (MeOH), O (water). Procedure: To a solution of (R)-2,2-dimethyl-1,3-dioxolane-4-carboxylic acid methyl ester (5.0 g, 31.25 mmol) in MeOH (32.0 mL) at room temperature was added a solution of lithium hydroxide monohydrate (1.31 g, 31.25 mmol) in water (10.0 mL). The resulting mixture was stirred for thirty min before it was concentrated. The resulting white solid was further dried under vacuum to give the title compound (4.59 g). As a reaction SMILES: C[O:2][C:3]([C@H:5]1[CH2:9][O:8][C:7]([CH3:11])([CH3:10])[O:6]1)=[O:4].O.[OH-].[Li+:14]>CO.O>[CH3:10][C:7]1([CH3:11])[O:6][C@@H:5]([C:3]([O-:4])=[O:2])[CH2:9][O:8]1.[Li+:14] |f:1.2.3,6.7|. Starting materials: [Br-], C1CCNCC1, CCC[n+]1cc(CC)ccc1C, CN(C)c1ccc(C=O)cc1, CO. The product is [Br-], CCC[n+]1cc(CC)ccc1C=Cc1ccc(N(C)C)cc1. Reaction SMILES: [Br-:1].[CH2:25]1[CH2:26][CH2:27][NH:28][CH2:29][CH2:30]1.[CH2:2]([CH3:3])[c:4]1[cH:5][cH:6][c:7]([CH3:13])[n+:8]([CH2:10][CH2:11][CH3:12])[cH:9]1.[CH3:14][N:15]([c:16]1[cH:17][cH:18][c:19]([CH:20]=[O:21])[cH:22][cH:23]1)[CH3:24].[CH3:31][OH:32]>>[Br-:1].[CH2:2]([CH3:3])[c:4]1[cH:5][cH:6][c:7]([CH:13]=[CH:20][c:19]2[cH:18][cH:17][c:16]([N:15]([CH3:14])[CH3:24])[cH:23][cH:22]2)[n+:8]([CH2:10][CH2:11][CH3:12])[cH:9]1. Starting materials: N(=C=O)C1=CC=C(C=C1)C=1N=CC(NC1)=O (5-[4-(isocyanato)phenyl]-2(1H)-pyrazinone), OCCN (2-hydroxyethylamine). Run in CN(C=O)C (dimethylformamide). Product: OCCNC(NC1=CC=C(C=C1)C=1N=CC(NC1)=O)=O (5-[4-(3-(2-Hydroxyethyl)ureido)phenyl]-2(2H)-pyrazinone). As a reaction SMILES: [N:1]([C:4]1[CH:9]=[CH:8][C:7]([C:10]2[N:11]=[CH:12][C:13](=[O:16])[NH:14][CH:15]=2)=[CH:6][CH:5]=1)=[C:2]=[O:3].[OH:17][CH2:18][CH2:19][NH2:20]>CN(C)C=O>[OH:17][CH2:18][CH2:19][NH:20][C:2](=[O:3])[NH:1][C:4]1[CH:9]=[CH:8][C:7]([C:10]2[N:11]=[CH:12][C:13](=[O:16])[NH:14][CH:15]=2)=[CH:6][CH:5]=1. Reported procedure: In a manner similar to Example 13b, 5-[4-(isocyanato)phenyl]-2(1H)-pyrazinone was reacted with 2-hydroxyethylamine (0.5 g) in dimethylformamide (5 ml) for 17 hours at room temperature. The mixture was purified by flash chromatography (chloroform--20% methanol/80% chloroform); the desired fractions were combined and evaporated under reduced pressure to affored a residue. This residue was washed with chloroform and dried to form the title compound; δ(DMSO-d6) 3.17 (sextet, 2H, --NHCH2), 3.47 (t, 2... The reactants are CCc1oc2c(C(C)(C)C)ccc(O)c2c1C, [K+], [OH-], O. Product: Cc1c(C(=O)O)oc2c(C(C)(C)C)ccc(O)c12. Reaction SMILES: [CH2:1]([CH3:2])[c:3]1[o:4][c:5]2[c:6]([c:7]1[CH3:8])[c:9]([OH:17])[cH:10][cH:11][c:12]2[C:13]([CH3:14])([CH3:15])[CH3:16].[K+:19].[OH-:18].[OH2:20]>>[C:1]([c:3]1[o:4][c:5]2[c:6]([c:7]1[CH3:8])[c:9]([OH:17])[cH:10][cH:11][c:12]2[C:13]([CH3:14])([CH3:15])[CH3:16])(=[O:18])[OH:20]. Reactants: O (water), BrC=1C=C(C(=NC1)C(CNC(C1=C(C=CC=C1)C(F)(F)F)=O)=NO)Cl (N-[2-(5-bromo-3-chloropyridin-2-yl)-2-(hydroxyimino)ethyl]-2-(trifluoromethyl)benzamide), C([O-])([O-])=O.[K+].[K+] (potassium carbonate), IC (iodomethane). Run in CN(C=O)C (N,N-dimethylformamide). Conditions: time 23 hour. Yields the product BrC=1C=C(C(=NC1)C(CNC(C1=C(C=CC=C1)C(F)(F)F)=O)=NOC)Cl (N-[2-(5-bromo-3-chloropyridin-2-yl)-2-(methoxyimino)ethyl]-2-(trifluoromethyl)benzamide). The yield is 69.3%. Reaction SMILES: [Br:1][C:2]1[CH:3]=[C:4]([Cl:25])[C:5]([C:8](=[N:23][OH:24])[CH2:9][NH:10][C:11](=[O:22])[C:12]2[CH:17]=[CH:16][CH:15]=[CH:14][C:13]=2[C:18]([F:21])([F:20])[F:19])=[N:6][CH:7]=1.[C:26](=O)([O-])[O-].[K+].[K+].IC.O>CN(C)C=O>[Br:1][C:2]1[CH:3]=[C:4]([Cl:25])[C:5]([C:8](=[N:23][O:24][CH3:26])[CH2:9][NH:10][C:11](=[O:22])[C:12]2[CH:17]=[CH:16][CH:15]=[CH:14][C:13]=2[C:18]([F:19])([F:21])[F:20])=[N:6][CH:7]=1 |f:1.2.3|. Reported procedure: To a suspension of 200 mg of N-[2-(5-bromo-3-chloropyridin-2-yl)-2-(hydroxyimino)ethyl]-2-(trifluoromethyl)benzamide and 189 mg of potassium carbonate in 1 ml of N,N-dimethylformamide, 97 mg of iodomethane was added, and the mixture was stirred at room temperature for 23 hours. After completion of the reaction, the reaction mixture was mixed with 10 ml of water and extracted with ethyl acetate (20 ml×2), the resulting organic layers were combined, washed with water (10 ml×2) and dried over satur... Reactants: C(C)(C)(C)N1S(C2=C(C1=O)C1CCC2C1)(=O)=O (2-t-butyl-4,5,6,7-tetrahydro-4,7-methano-1,2-benzisothiazol-3(2H)one 1,1-dioxide). Run in FC(C(=O)O)(F)F (trifluoroacetic acid). Run at time 4 day. The product is S1(=O)(=O)NC(=O)C2=CC=CC=C12 (saccharin). Reaction SMILES: C([N:5]1[C:9](=[O:10])[C:8]2[CH:11]3C[CH:14]([C:7]=2[S:6]1(=[O:17])=[O:16])[CH2:13][CH2:12]3)(C)(C)C>FC(F)(F)C(O)=O>[S:6]1([C:7]2[C:8](=[CH:11][CH:12]=[CH:13][CH:14]=2)[C:9](=[O:10])[NH:5]1)(=[O:16])=[O:17]. Procedure details: The 2-t-butyl-4,5,6,7-tetrahydro-4,7-methano-1,2-benzisothiazol-3(2H)one 1,1-dioxide (2.8 g, 0.011 mol) in trifluoroacetic acid (30 mL) was heated at reflux for 48 hr and let stand at room temperature for 4 days. The resulting mixture was concentrated in vacuo, treated with methanol (20 mL) and evaporated to dryness. The residue was taken up in ether (100 mL) and washed with saturated NaHCO3 (1×50 mL). The layers were separated, the aqueous phase acidified to pH 1 with 2N HCl and extracted with ... Reactants: tert-Butyl 2-[N-(2-ethoxycarbonylphenyl)-2-phthalimidoacetamido] acetate, [H-].[Na+] (sodium hydride), BrCC(=O)OC(C)(C)C (tert-butyl bromoacetate), C1(C=2C(C(N1CC(=O)N(C1=C(C=CC=C1)OC(F)(F)F)CC(=O)OC(C)(C)C)=O)=CC=CC2)=O (tert-butyl 2-[2-phthalimido-N-(2-trifluoromethoxyphenyl)acetamido]acetate), C(C)OC(=O)C1=C(C=CC=C1)NC(CN1C(C=2C(C1=O)=CC=CC2)=O)=O (N-(2-ethoxycarbonylphenyl)-2-phthalimidoacetamide). Yields the product C(C)OC(=O)C1=C(C=CC=C1)N(C(CN1C(C=2C(C1=O)=CC=CC2)=O)=O)CC(=O)OC(C)(C)C (tert-butyl 2-[N-(2-ethoxycarbonylphenyl)-2-phthalimidoacetamido]acetate). As a reaction SMILES: [C:1]1(=[O:34])[N:5]([CH2:6][C:7]([N:9]([CH2:21][C:22]([O:24][C:25]([CH3:28])([CH3:27])[CH3:26])=[O:23])[C:10]2[CH:15]=[CH:14][CH:13]=[CH:12][C:11]=2OC(F)(F)F)=[O:8])[C:4](=[O:29])[C:3]2=[CH:30][CH:31]=[CH:32][CH:33]=[C:2]12.[CH2:35]([O:37][C:38](C1C=CC=CC=1NC(=O)CN1C(=O)C2=CC=CC=C2C1=O)=[O:39])[CH3:36].[H-].[Na+].BrCC(OC(C)(C)C)=O>>[CH2:35]([O:37][C:38]([C:11]1[CH:12]=[CH:13][CH:14]=[CH:15][C:10]=1[N:9]([CH2:21][C:22]([O:24][C:25]([CH3:26])([CH3:27])[CH3:28])=[O:23])[C:7](=[O:8])[CH2:6][N:5]1[C:4](=[O:29])[C:3]2=[CH:30][CH:31]=[CH:32][CH:33]=[C:2]2[C:1]1=[O:34])=[O:39])[CH3:36] |f:2.3|. Procedure details: tert-Butyl 2-[N-(2-ethoxycarbonylphenyl)-2-phthalimidoacetamido] acetate may be prepared in a manner similar to that described in Example 4 for the preparation of tert-butyl 2-[2-phthalimido-N-(2-trifluoromethoxyphenyl)acetamido]acetate, but starting with N-(2-ethoxycarbonylphenyl)-2-phthalimidoacetamide (7.7 g), an oily suspension (50% by weight) (1.26 g) of sodium hydride and tert-butyl bromoacetate (4.3 g). After recrystallisation in diisopropyl ether, tert-butyl 2-[N-(2-ethoxycarbonylphenyl)...